From a dataset of the Open Reaction Database (ORD), a public repository of structured organic reaction records. describe an organic reaction: reactants, conditions, products, and yield The reactants are COC(N)=N (O-methyl isourea), CSC(N)=N (S-methyl isothiourea), C1[C@H]([C@@H]([C@H]([C@@H]([C@H]1N)O[C@H]2[C@@H]([C@@H]([C@H]([C@H](O2)CN)O)O)N)O[C@H]3[C@@H]([C@@H]([C@H](O3)CO)O[C@@H]4[C@@H]([C@H]([C@@H]([C@@H](O4)CN)O)O)N)O)O)N.NCCCC(=O)O (neomycin B γ-amino butyric acid). Run in O (water). Product: C1[C@H]([C@@H]([C@H]([C@@H]([C@H]1N)O[C@H]2[C@@H]([C@@H]([C@H]([C@H](O2)CN)O)O)N)O[C@H]3[C@@H]([C@@H]([C@H](O3)CO)O[C@@H]4[C@@H]([C@H]([C@@H]([C@@H](O4)CN)O)O)N)O)O)N.N(C(=N)N)CCCC(=O)O (neomycin B γ-guanidino butyric acid). As a reaction SMILES: [CH2:1]1[C@H:6]([NH2:7])[C@@H:5]([O:8][C@@H:9]2[O:14][C@H:13]([CH2:15][NH2:16])[C@H:12]([OH:17])[C@@H:11]([OH:18])[C@H:10]2[NH2:19])[C@H:4]([O:20][C@@H:21]2[O:25][C@H:24]([CH2:26][OH:27])[C@@H:23]([O:28][C@H:29]3[O:34][C@@H:33]([CH2:35][NH2:36])[C@@H:32]([OH:37])[C@H:31]([OH:38])[C@H:30]3[NH2:39])[C@H:22]2[OH:40])[C@@H:3]([OH:41])[C@@H:2]1[NH2:42].[NH2:43][CH2:44][CH2:45][CH2:46][C:47]([OH:49])=[O:48].CO[C:52](=[NH:54])[NH2:53].CSC(=N)N>O>[CH2:1]1[C@H:6]([NH2:7])[C@@H:5]([O:8][C@@H:9]2[O:14][C@H:13]([CH2:15][NH2:16])[C@H:12]([OH:17])[C@@H:11]([OH:18])[C@H:10]2[NH2:19])[C@H:4]([O:20][C@@H:21]2[O:25][C@H:24]([CH2:26][OH:27])[C@@H:23]([O:28][C@H:29]3[O:34][C@@H:33]([CH2:35][NH2:36])[C@@H:32]([OH:37])[C@H:31]([OH:38])[C@H:30]3[NH2:39])[C@H:22]2[OH:40])[C@@H:3]([OH:41])[C@@H:2]1[NH2:42].[NH:43]([CH2:44][CH2:45][CH2:46][C:47]([OH:49])=[O:48])[C:52]([NH2:54])=[NH:53] |f:0.1,5.6|. Procedure details: For guanylation, the neomycin B/γ-amino butyric acid conjugate obtained in Example 9a above is treated with O-methyl isourea or S-methyl isothiourea in water at basic pH for 34 days, resulting in guanylation of the terminal amino groups. The product is purified by ion exchange chromatography, yielding the neomycin B/γ-guanidino butyric acid conjugate 17. Starting materials: [OH-].[Na+] (sodium hydroxide), FC1=C(OC2=C(C=C3CCC(C3=C2)=O)NS(=O)(=O)C)C=CC(=C1)F (6-(2,4-difluorophenoxy)-5-methylsulfonylamino-1-indanone), [BH4-].[Na+] (sodium borohydride). Run in CO (methanol). Conditions: time 16 hour. Product: FC1=C(OC2=C(C=C3CCC(C3=C2)O)NS(=O)(=O)C)C=CC(=C1)F (N-[6-(2,4-difluorophenoxy)-1-hydroxy-5-indanyl]methanesulfonamide). The yield is 86.5%. RXN SMILES: [F:1][C:2]1[CH:23]=[C:22]([F:24])[CH:21]=[CH:20][C:3]=1[O:4][C:5]1[CH:13]=[C:12]2[C:8]([CH2:9][CH2:10][C:11]2=[O:14])=[CH:7][C:6]=1[NH:15][S:16]([CH3:19])(=[O:18])=[O:17].[OH-].[Na+].[BH4-].[Na+]>CO>[F:1][C:2]1[CH:23]=[C:22]([F:24])[CH:21]=[CH:20][C:3]=1[O:4][C:5]1[CH:13]=[C:12]2[C:8]([CH2:9][CH2:10][CH:11]2[OH:14])=[CH:7][C:6]=1[NH:15][S:16]([CH3:19])(=[O:18])=[O:17] |f:1.2,3.4|. Procedure: 3.53 g of 6-(2,4-difluorophenoxy)-5-methylsulfonylamino-1-indanone was dissolved in 35 ml of methanol and 10 ml of 1 N sodium hydroxide solution and, at 5° C., combined in incremental portions with 0.8 g of sodium borohydride. After 16 hours at 20° C., the mixture was concentrated, mixed with 40 ml of water and 26 ml of 1 N hydrochloric acid, and vacuum-filtered. Recrystallization from ethanol yielded 3.07 g of N-[6-(2,4-difluorophenoxy)-1-hydroxy-5-indanyl]methanesulfonamide, mp 127° C. The reactants are O=C([O-])[O-], CCN, CCOC(C)=O, CCCNC(=O)c1ccc(C)c(-c2nc(NCCCCl)nc3c2CNC(=O)N3c2c(F)cccc2F)c1, [K+], [K+], CN(C)C=O. Product: CCCNC(=O)c1ccc(C)c(-c2nc(NCCCNCC)nc3c2CNC(=O)N3c2c(F)cccc2F)c1. As a reaction SMILES: [C:41](=[O:42])([O-:43])[O-:44].[CH3:38][CH2:39][NH2:40].[CH3:52][CH2:53][O:54][C:55]([CH3:56])=[O:57].[Cl:1][CH2:2][CH2:3][CH2:4][NH:5][c:6]1[n:7][c:8](-[c:25]2[cH:26][c:27]([C:28](=[O:29])[NH:30][CH2:31][CH2:32][CH3:33])[cH:34][cH:35][c:36]2[CH3:37])[c:9]2[c:10]([n:24]1)[N:11]([c:16]1[c:17]([F:23])[cH:18][cH:19][cH:20][c:21]1[F:22])[C:12](=[O:15])[NH:13][CH2:14]2.[K+:45].[K+:46].[O:47]=[CH:48][N:49]([CH3:50])[CH3:51]>>[CH2:2]([CH2:3][CH2:4][NH:5][c:6]1[n:7][c:8](-[c:25]2[cH:26][c:27]([C:28](=[O:29])[NH:30][CH2:31][CH2:32][CH3:33])[cH:34][cH:35][c:36]2[CH3:37])[c:9]2[c:10]([n:24]1)[N:11]([c:16]1[c:17]([F:23])[cH:18][cH:19][cH:20][c:21]1[F:22])[C:12](=[O:15])[NH:13][CH2:14]2)[NH:40][CH2:39][CH3:38]. Reactants: C([O-])(O)=O.[Na+] (sodium bicarbonate), S(O)(O)(=O)=O (Sulfuric acid), NC1=C(C(=C(C=C1C)O)C)C (4-amino-2,3,5-trimethylphenol), CC(CO)=CC1=CC=CC=C1 (2-methyl-3-phenyl-2-propenol). Solvent: ClCCl (dichloromethane). The product is NC=1C(=C(C2=C(CC(O2)(C)CC2=CC=CC=C2)C1C)C)C (5-Amino-2-benzyl-2,4,6,7-tetramethyl-2,3-dihydrobenzofuran). The yield is 19.3%. Reaction SMILES: S(=O)(=O)(O)O.[NH2:6][C:7]1[C:12]([CH3:13])=[CH:11][C:10]([OH:14])=[C:9]([CH3:15])[C:8]=1[CH3:16].[CH3:17][C:18](=[CH:21][C:22]1[CH:27]=[CH:26][CH:25]=[CH:24][CH:23]=1)CO.[C:28](=O)(O)[O-].[Na+]>ClCCl>[NH2:6][C:7]1[C:12]([CH3:13])=[C:11]([CH3:28])[C:10]2[O:14][C:18]([CH2:21][C:22]3[CH:27]=[CH:26][CH:25]=[CH:24][CH:23]=3)([CH3:17])[CH2:15][C:9]=2[C:8]=1[CH3:16] |f:3.4|. Procedure details: Sulfuric acid (15 ml) was added to a solution of 4-amino-2,3,5-trimethylphenol (20.0 g, 0.13 mol) and 2-methyl-3-phenyl-2-propenol (25.0 g, 0.17 mol) in dichloromethane (100 ml) and the mixture was heated under reflux for 1 hour. The resulting reaction mixture was neutralized with aqueous saturated sodium bicarbonate solution and the product was extracted with ethyl acetate. The extract was washed with water and dried and then the solvent was distilled off. The residue was purified by silica gel... Starting materials: [Li]CCCC (nBuLi), N(=[N+]=[N-])C(C)(C)C1=CC=C(C=C1)Br (1-(1-azido-1-methylethyl)-4-bromobenzene), CON(C(CC=1SC=CC1)=O)C (N-methoxy-N-methyl-2-(2-thienyl)acetamide). Run in C1CCOC1 (THF), C1CCOC1 (THF). Run at time 30 minute. Product: N(=[N+]=[N-])C(C)(C)C1=CC=C(C=C1)C(CC=1SC=CC1)=O (1-[4-(1-azido-1-methylethyl)phenyl]-2-(2-thienyl)ethanone). Reaction SMILES: [Li]CCCC.[N:6]([C:9]([C:12]1[CH:17]=[CH:16][C:15](Br)=[CH:14][CH:13]=1)([CH3:11])[CH3:10])=[N+:7]=[N-:8].CON(C)[C:22](=[O:29])[CH2:23][C:24]1[S:25][CH:26]=[CH:27][CH:28]=1>C1COCC1>[N:6]([C:9]([C:12]1[CH:17]=[CH:16][C:15]([C:22](=[O:29])[CH2:23][C:24]2[S:25][CH:26]=[CH:27][CH:28]=2)=[CH:14][CH:13]=1)([CH3:11])[CH3:10])=[N+:7]=[N-:8]. Procedure details: nBuLi (1.6M in hexane, 2.88 mL, 4.60 mmol) was added dropwise to a solution of 1-(1-azido-1-methylethyl)-4-bromobenzene (2-3, 1.03 g, 4.28 mmol) in THF (20 mL) at −78° C. After 15 min a solution of N-methoxy-N-methyl-2-thien-2-ylacetamide (1-1, 0.78 g, 4.18 mmol) in THF (1 mL) was added. After an additional 30 min at −78° C., the reaction was quenched with saturated ammonium chloride solution and extracted with ethyl acetate, dried over magnesium sulfate, filtered, and concentrated to give an oi... Starting materials: FC1=C(CBr)C=C(C=C1)Br (2-fluoro-5-bromobenzylbromide), CN (Methylamine). The solvent is CO (methanol). Run at time 3 hour. The product is CNCC1=C(C=CC(=C1)Br)F (N-methyl-2-fluoro-5-bromobenzyl amine). RXN SMILES: [F:1][C:2]1[CH:9]=[CH:8][C:7]([Br:10])=[CH:6][C:3]=1[CH2:4]Br.[CH3:11][NH2:12]>CO>[CH3:11][NH:12][CH2:4][C:3]1[CH:6]=[C:7]([Br:10])[CH:8]=[CH:9][C:2]=1[F:1]. Reported procedure: In a 25 ml flask, under a nitrogen atmosphere, 2-fluoro-5-bromobenzylbromide (755 mg, 2.82 mmol) was dissolved in methanol (10 ml). Methylamine (0.99 ml, 14.1 mmol) was added and the mixture was stirred at ambient temperature for about three hours. The progress of the reaction was monitored by thin layer chromatography. The solvents were removed by evaporation. The residue was partitioned between 1 M potassium carbonate and methylene chloride. The aqueous fraction was back extracted with methyle...